From a dataset of the Open Reaction Database (ORD), a public repository of structured organic reaction records. describe an organic reaction: reactants, conditions, products, and yield The reactants are C(C)OC(C1=CC=C(C=O)C=C1)OCC (4-(diethoxymethyl)benzaldehyde), CNC (dimethylamine), [BH4-].[Na+] (sodium borohydride). Solvent: CO (methanol). Conditions: time 40 minute. The product is C(C)OC(C1=CC=C(C=C1)CN(C)C)OCC (1-(4-(diethoxymethyl)phenyl)-N,N,-dimethylmethanamine). The yield is 75.8%. As a reaction SMILES: [CH2:1]([O:3][CH:4]([O:13][CH2:14][CH3:15])[C:5]1[CH:12]=[CH:11][C:8]([CH:9]=O)=[CH:7][CH:6]=1)[CH3:2].[CH3:16][NH:17][CH3:18].[BH4-].[Na+]>CO>[CH2:1]([O:3][CH:4]([O:13][CH2:14][CH3:15])[C:5]1[CH:12]=[CH:11][C:8]([CH2:9][N:17]([CH3:18])[CH3:16])=[CH:7][CH:6]=1)[CH3:2] |f:2.3|. Procedure details: A mixture of 1-(4-(diethoxymethyl)benzaldehyde (2.08 g, 10 mmol) and dimethylamine (33% aqueous solution, 2.74 g, 20 mmol) in methanol (20 mL) was stirred at room temperature for 40 mins. The mixture was cooled to 0° C., sodium borohydride (0.57 g, 15 mmol) was added portionwise. After the addition, the mixture was stirred at room temperature for 4 hr. Methanol was removed under reduced pressure. The residue was partitioned between water (50 mL) and ethyl acetate (50 mL). The organic layer was s... Starting materials: CCOC(=O)CC(C)=O, COc1cccc(N)c1, CCO. Product: COc1cccc(NC(=O)CC(C)=O)c1. As a reaction SMILES: [C:1]([CH2:2][C:3](=[O:4])[CH3:5])([O:7][CH2:6][CH3:8])=[O:9].[CH3:10][O:11][c:12]1[cH:13][c:14]([NH2:18])[cH:15][cH:16][cH:17]1.[CH3:19][CH2:20][OH:21]>>[C:1]([CH2:2][C:3](=[O:4])[CH3:5])(=[O:7])[NH:18][c:14]1[cH:13][c:12]([O:11][CH3:10])[cH:17][cH:16][cH:15]1. The reactants are CC(=O)NCC1CN(c2ccc([Sn](C)(C)C)c(F)c2)C(=O)O1, Cc1nc(-c2ccc(Br)cc2)oc1C. The product is CC(=O)NCC1CN(c2ccc(-c3ccc(-c4nc(C)c(C)o4)cc3)c(F)c2)C(=O)O1. As a reaction SMILES: [C:15]([CH3:16])(=[O:17])[NH:18][CH2:19][CH:20]1[CH2:21][N:22]([c:26]2[cH:27][c:28]([F:36])[c:29]([Sn:32]([CH3:33])([CH3:34])[CH3:35])[cH:30][cH:31]2)[C:23](=[O:25])[O:24]1.[CH3:1][c:2]1[n:3][c:4](-[c:8]2[cH:9][cH:10][c:11]([Br:14])[cH:12][cH:13]2)[o:5][c:6]1[CH3:7]>>[CH3:1][c:2]1[n:3][c:4](-[c:8]2[cH:9][cH:10][c:11](-[c:29]3[c:28]([F:36])[cH:27][c:26]([N:22]4[CH2:21][CH:20]([CH2:19][NH:18][C:15]([CH3:16])=[O:17])[O:24][C:23]4=[O:25])[cH:31][cH:30]3)[cH:12][cH:13]2)[o:5][c:6]1[CH3:7].